Dataset: the Open Reaction Database (ORD), a public repository of structured organic reaction records. Task: describe an organic reaction: reactants, conditions, products, and yield Starting materials: Cc1ccccc1, CN(C)c1ccncc1, O=C(Cl)Cl, COc1cc(N)c(F)cc1C, c1ccncc1. Product: COc1cc(N=C=O)c(F)cc1C. Reaction SMILES: [CH3:22][c:23]1[cH:24][cH:25][cH:26][cH:27][cH:28]1.[CH3:29][N:30]([c:31]1[cH:32][cH:33][n:34][cH:35][cH:36]1)[CH3:37].[Cl:18][C:19]([Cl:20])=[O:21].[F:1][c:2]1[c:3]([NH2:11])[cH:4][c:5]([O:9][CH3:10])[c:6]([CH3:8])[cH:7]1.[cH:12]1[cH:13][cH:14][n:15][cH:16][cH:17]1>>[F:1][c:2]1[c:3]([N:11]=[C:19]=[O:21])[cH:4][c:5]([O:9][CH3:10])[c:6]([CH3:8])[cH:7]1. Reactants: CN1CCNCC1, CC1(c2ccc([N+](=O)[O-])cc2)C(=O)Nc2cc(Cl)cc(Cl)c2C1=O, c1ccncc1. Reaction SMILES: [CH3:25][N:26]1[CH2:27][CH2:28][NH:29][CH2:30][CH2:31]1.[N+:1](=[O:2])([O-:3])[c:4]1[cH:5][cH:6][c:7]([C:10]2([CH3:24])[C:11](=[O:23])[NH:12][c:13]3[cH:14][c:15]([Cl:22])[cH:16][c:17]([Cl:21])[c:18]3[C:19]2=[O:20])[cH:8][cH:9]1.[cH:32]1[cH:33][cH:34][n:35][cH:36][cH:37]1>>[N+:1](=[O:2])([O-:3])[c:4]1[cH:5][cH:6][c:7]([C:10]2([CH3:24])[C:11](=[O:23])[NH:12][c:13]3[cH:14][c:15]([N:29]4[CH2:28][CH2:27][N:26]([CH3:25])[CH2:31][CH2:30]4)[cH:16][c:17]([Cl:21])[c:18]3[C:19]2=[O:20])[cH:8][cH:9]1. Product: CN1CCN(c2cc(Cl)c3c(c2)NC(=O)C(C)(c2ccc([N+](=O)[O-])cc2)C3=O)CC1.